Dataset: the Open Reaction Database (ORD), a public repository of structured organic reaction records. Task: describe an organic reaction: reactants, conditions, products, and yield The reactants are E1, ClC=1C=C2N(C(N1)=O)CC(N2CC)(C)C (7-chloro-1-ethyl-2,2-dimethyl-2,3-dihydroimidazo[1,2-c]pyrimidin-5(1H)-one), FC1=C(C=CC=C1F)CO ((2,3-difluorophenyl)methanol). The product is FC1=C(COC=2C=C3N(C(N2)=O)CC(N3CC)(C)C)C=CC=C1F (7-((2,3-difluorobenzyl)oxy)-1-ethyl-2,2-dimethyl-2,3-dihydroimidazo[1,2-c]pyrimidin-5(1H)-one). As a reaction SMILES: Cl[C:2]1[CH:3]=[C:4]2[N:11]([CH2:12][CH3:13])[C:10]([CH3:15])([CH3:14])[CH2:9][N:5]2[C:6](=[O:8])[N:7]=1.[F:16][C:17]1[C:22]([F:23])=[CH:21][CH:20]=[CH:19][C:18]=1[CH2:24][OH:25]>>[F:16][C:17]1[C:22]([F:23])=[CH:21][CH:20]=[CH:19][C:18]=1[CH2:24][O:25][C:2]1[CH:3]=[C:4]2[N:11]([CH2:12][CH3:13])[C:10]([CH3:15])([CH3:14])[CH2:9][N:5]2[C:6](=[O:8])[N:7]=1. Reported procedure: The title compound was prepared by a procedure similar to that described for E1 starting from 7-chloro-1-ethyl-2,2-dimethyl-2,3-dihydroimidazo[1,2-c]pyrimidin-5(1H)-one and (2,3-difluorophenyl)methanol. Starting materials: COC(CN(C(=O)CCOCCc1cccc(Br)c1)C1CCCCC1)OC, O=C([O-])[O-], Cn1cc(B2OC(C)(C)C(C)(C)O2)cn1, CO, ClCCl, [K+], [K+], c1ccc(P(c2ccccc2)(c2ccccc2)[Pd](P(c2ccccc2)(c2ccccc2)c2ccccc2)(P(c2ccccc2)(c2ccccc2)c2ccccc2)P(c2ccccc2)(c2ccccc2)c2ccccc2)cc1. Product: COC(CN(C(=O)CCOCCc1cccc(-c2cnn(C)c2)c1)C1CCCCC1)OC. As a reaction SMILES: [Br:1][c:2]1[cH:3][c:4]([CH2:5][CH2:6][O:7][CH2:8][CH2:9][C:10](=[O:11])[N:12]([CH2:13][CH:14]([O:15][CH3:16])[O:17][CH3:18])[CH:19]2[CH2:20][CH2:21][CH2:22][CH2:23][CH2:24]2)[cH:25][cH:26][cH:27]1.[C:43](=[O:44])([O-:45])[O-:46].[CH3:28][n:29]1[n:30][cH:31][c:32]([B:34]2[O:35][C:36]([CH3:37])([CH3:38])[C:39]([CH3:40])([CH3:41])[O:42]2)[cH:33]1.[CH3:49][OH:50].[Cl:51][CH2:52][Cl:53].[K+:47].[K+:48].[cH:54]1[cH:55][cH:56][c:57]([P:58]([Pd:59]([P:60]([c:61]2[cH:62][cH:63][cH:64][cH:65][cH:66]2)([c:67]2[cH:68][cH:69][cH:70][cH:71][cH:72]2)[c:73]2[cH:74][cH:75][cH:76][cH:77][cH:78]2)([P:79]([c:80]2[cH:81][cH:82][cH:83][cH:84][cH:85]2)([c:86]2[cH:87][cH:88][cH:89][cH:90][cH:91]2)[c:92]2[cH:93][cH:94][cH:95][cH:96][cH:97]2)[P:98]([c:99]2[cH:100][cH:101][cH:102][cH:103][cH:104]2)([c:105]2[cH:106][cH:107][cH:108][cH:109][cH:110]2)[c:111]2[cH:112][cH:113][cH:114][cH:115][cH:116]2)([c:117]2[cH:118][cH:119][cH:120][cH:121][cH:122]2)[c:123]2[cH:124][cH:125][cH:126][cH:127][cH:128]2)[cH:129][cH:130]1>>[c:2]1(-[c:32]2[cH:31][n:30][n:29]([CH3:28])[cH:33]2)[cH:3][c:4]([CH2:5][CH2:6][O:7][CH2:8][CH2:9][C:10](=[O:11])[N:12]([CH2:13][CH:14]([O:15][CH3:16])[O:17][CH3:18])[CH:19]2[CH2:20][CH2:21][CH2:22][CH2:23][CH2:24]2)[cH:25][cH:26][cH:27]1. Starting materials: CC(C(=O)C1=NN(C2=CC(=CC=C12)OC)CC(=O)O)(C)C ([3-(2,2-dimethylpropanoyl)-6-methoxy-1H-indazol-1-yl]acetic acid), C=1C=CC2=C(C1)N=NN2O (HOBt), C(CC)NCC1CC1 (N-propylcyclopropanemethylamine), CCN(C(C)C)C(C)C (DIEA), C(CCl)Cl (EDC). The solvent is CN(C)C=O (DMF). Product: C1(CC1)CN(C(CN1N=C(C2=CC=C(C=C12)OC)C(C(C)(CC)CC)=O)=O)CCC (N-(Cyclopropylmethyl)-2-[3-(2,2-diethylpropanoyl)-6-methoxy-1H-indazol-1-yl]-N-propylacetamide). As a reaction SMILES: C[C:2]([CH3:21])([CH3:20])[C:3]([C:5]1[C:13]2[C:8](=[CH:9][C:10]([O:14][CH3:15])=[CH:11][CH:12]=2)[N:7]([CH2:16][C:17]([OH:19])=O)[N:6]=1)=[O:4].[CH:22]1C=CC2N(O)N=NC=2C=1.[CH2:32]([NH:35][CH2:36][CH:37]1[CH2:39][CH2:38]1)[CH2:33][CH3:34].CCN(C(C)C)C(C)C.[CH2:49](Cl)[CH2:50]Cl>CN(C=O)C>[CH:37]1([CH2:36][N:35]([CH2:32][CH2:33][CH3:34])[C:17](=[O:19])[CH2:16][N:7]2[C:8]3[C:13](=[CH:12][CH:11]=[C:10]([O:14][CH3:15])[CH:9]=3)[C:5]([C:3](=[O:4])[C:2]([CH2:49][CH3:50])([CH2:20][CH3:22])[CH3:21])=[N:6]2)[CH2:39][CH2:38]1. Procedure details: To a solution of 28.3 mg [3-(2,2-dimethylpropanoyl)-6-methoxy-1H-indazol-1-yl]acetic acid in 1 mL DMF was added 23.0 mg HOBt, 17.0 mg N-propylcyclopropanemethylamine, 38.3 mg EDC, and 45.2 mg DIEA in that order. The mixture was stirred at room temperature over night and purified by RP-HPLC using 60-100% MeCN gradient. The pure product fractions were pooled and lyophilized to give the title compound as white solid. LC-MS: 4.07 min. (m/Z=386.3, 408.3). The reactants are O=C([O-])[O-], ClCCl, [K+], [K+], Fc1cc(C2OCCCO2)ccc1-c1nc2nc(Cl)ccc2s1, C1COCCO1, O, C=C(B(O)O)c1ccccc1. Product: C=C(c1ccccc1)c1ccc2sc(-c3ccc(C4OCCCO4)cc3F)nc2n1. Reaction SMILES: [C:1](=[O:2])([O-:3])[O-:4].[Cl:41][CH2:42][Cl:43].[K+:5].[K+:6].[O:18]1[CH:19]([c:24]2[cH:25][c:26]([F:40])[c:27](-[c:30]3[s:31][c:32]4[c:33]([n:34][c:35]([Cl:38])[cH:36][cH:37]4)[n:39]3)[cH:28][cH:29]2)[O:20][CH2:21][CH2:22][CH2:23]1.[O:44]1[CH2:45][CH2:46][O:47][CH2:48][CH2:49]1.[OH2:50].[c:7]1([C:13](=[CH2:14])[B:15]([OH:16])[OH:17])[cH:8][cH:9][cH:10][cH:11][cH:12]1>>[c:7]1([C:13](=[CH2:14])[c:35]2[n:34][c:33]3[c:32]([s:31][c:30](-[c:27]4[c:26]([F:40])[cH:25][c:24]([CH:19]5[O:18][CH2:23][CH2:22][CH2:21][O:20]5)[cH:29][cH:28]4)[n:39]3)[cH:37][cH:36]2)[cH:8][cH:9][cH:10][cH:11][cH:12]1.